From a dataset of the Open Reaction Database (ORD), a public repository of structured organic reaction records. describe an organic reaction: reactants, conditions, products, and yield As a reaction SMILES: [C:18](#[N:19])[c:20]1[cH:21][cH:22][c:23]([O:24][CH2:25][CH:26]([CH3:27])[NH:28][C:29]([CH:30]([NH2:31])[CH:32]([CH3:33])[CH3:34])=[O:35])[cH:36][cH:37]1.[CH2:39]([Cl:40])[Cl:41].[CH3:1][N:2]1[CH2:3][CH2:4][O:5][CH2:6][CH2:7]1.[Cl:8][C:9](=[O:10])[O:11][C:12]([CH3:13])([CH3:14])[C:15]#[N:16].[ClH:17].[OH2:38]>>[C:9](=[O:10])([O:11][C:12]([CH3:13])([CH3:14])[C:15]#[N:16])[NH:31][CH:30]([C:29]([NH:28][CH:26]([CH2:25][O:24][c:23]1[cH:22][cH:21][c:20]([C:18]#[N:19])[cH:37][cH:36]1)[CH3:27])=[O:35])[CH:32]([CH3:33])[CH3:34]. Reactants: CC(COc1ccc(C#N)cc1)NC(=O)C(N)C(C)C, ClCCl, CN1CCOCC1, CC(C)(C#N)OC(=O)Cl, Cl, O. Product: CC(COc1ccc(C#N)cc1)NC(=O)C(NC(=O)OC(C)(C)C#N)C(C)C. Starting materials: [H][H] (hydrogen), OC1=C(C(=O)CCCCCCCCCCCCCCCCCCCCC(=O)OC)C(=CC(=C1OC)OC)C (methyl 21-(2-hydroxy-3,4-dimethoxy-6-methylbenzoyl)heneicosanoate), Cl(=O)(=O)(=O)O (perchloric acid). Reagents/catalysts: [Pd] (palladium-on-carbon). Solvent: C(C)(=O)OCC (ethyl acetate). The product is OC1=C(C(=CC(=C1OC)OC)C)CCCCCCCCCCCCCCCCCCCCCC(=O)OC (methyl 22-(2-hydroxy-3,4-dimethoxy-6-methylphenyl)docosanoate). As a reaction SMILES: [OH:1][C:2]1[C:33]([O:34][CH3:35])=[C:32]([O:36][CH3:37])[CH:31]=[C:30]([CH3:38])[C:3]=1[C:4]([CH2:6][CH2:7][CH2:8][CH2:9][CH2:10][CH2:11][CH2:12][CH2:13][CH2:14][CH2:15][CH2:16][CH2:17][CH2:18][CH2:19][CH2:20][CH2:21][CH2:22][CH2:23][CH2:24][CH2:25][C:26]([O:28][CH3:29])=[O:27])=O.Cl(O)(=O)(=O)=O.[H][H]>C(OCC)(=O)C.[Pd]>[OH:1][C:2]1[C:33]([O:34][CH3:35])=[C:32]([O:36][CH3:37])[CH:31]=[C:30]([CH3:38])[C:3]=1[CH2:4][CH2:6][CH2:7][CH2:8][CH2:9][CH2:10][CH2:11][CH2:12][CH2:13][CH2:14][CH2:15][CH2:16][CH2:17][CH2:18][CH2:19][CH2:20][CH2:21][CH2:22][CH2:23][CH2:24][CH2:25][C:26]([O:28][CH3:29])=[O:27]. Reported procedure: To a solution (15 ml) of 3 g of methyl 21-(2-hydroxy-3,4-dimethoxy-6-methylbenzoyl)heneicosanoate in ethyl acetate are added 0.015 ml of 60% perchloric acid and 600 mg of 5% palladium-on-carbon, and catalytic reduction is carried out at a 70° C. using hydrogen gas at the pressure of 100 kg/cm2. The catalyst is filtered off and the filtrate is washed in sequence with ice water, a saturated aqueous sodium bicarbonate solution and a saturated aqueous sodium chloride solution, and dried over anhydro... Reactants: CCc1nn2c(Br)cccc2c1NCC1CC1, CC(=O)O[BH-](OC(C)=O)OC(C)=O, O=C([O-])O, [Na+], [Na+], O=CC1CCOCC1, C1CCOC1. Reaction SMILES: [Br:1][c:2]1[cH:3][cH:4][cH:5][c:6]2[n:7]1[n:8][c:9]([CH2:16][CH3:17])[c:10]2[NH:11][CH2:12][CH:13]1[CH2:14][CH2:15]1.[C:26]([O:27][BH-:28]([O:29][C:30](=[O:31])[CH3:32])[O:33][C:34](=[O:35])[CH3:36])(=[O:37])[CH3:38].[C:40](=[O:41])([OH:42])[O-:43].[Na+:39].[Na+:44].[O:18]1[CH2:19][CH2:20][CH:21]([CH:24]=[O:25])[CH2:22][CH2:23]1.[O:45]1[CH2:46][CH2:47][CH2:48][CH2:49]1>>[Br:1][c:2]1[cH:3][cH:4][cH:5][c:6]2[n:7]1[n:8][c:9]([CH2:16][CH3:17])[c:10]2[N:11]([CH2:12][CH:13]1[CH2:14][CH2:15]1)[CH2:24][CH:21]1[CH2:20][CH2:19][O:18][CH2:23][CH2:22]1. The product is CCc1nn2c(Br)cccc2c1N(CC1CCOCC1)CC1CC1. Reactants: CC(C)(C)OC(=O)C(N1CC(=O)NC1=O)C(C)(C)C, Cc1cccc(CO)n1, ClCCl, CCOC(=O)N=NC(=O)OCC, O, c1ccc(P(c2ccccc2)c2ccccc2)cc1. Yields the product Cc1cccc(CN2C(=O)CN(C(C(=O)OC(C)(C)C)C(C)(C)C)C2=O)n1. Reaction SMILES: [C:1]([CH3:2])([CH3:3])([CH3:4])[O:5][C:6]([CH:7]([C:8]([CH3:9])([CH3:10])[CH3:11])[N:12]1[C:13](=[O:18])[NH:14][C:15](=[O:17])[CH2:16]1)=[O:19].[CH3:20][c:21]1[cH:22][cH:23][cH:24][c:25]([CH2:27][OH:28])[n:26]1.[Cl:60][CH2:61][Cl:62].[O:48]=[C:49]([O:50][CH2:51][CH3:52])[N:53]=[N:54][C:55]([O:56][CH2:57][CH3:58])=[O:59].[OH2:63].[c:29]1([P:30]([c:31]2[cH:32][cH:33][cH:34][cH:35][cH:36]2)[c:37]2[cH:38][cH:39][cH:40][cH:41][cH:42]2)[cH:43][cH:44][cH:45][cH:46][cH:47]1>>[C:1]([CH3:2])([CH3:3])([CH3:4])[O:5][C:6]([CH:7]([C:8]([CH3:9])([CH3:10])[CH3:11])[N:12]1[C:13](=[O:18])[N:14]([CH2:27][c:25]2[cH:24][cH:23][cH:22][c:21]([CH3:20])[n:26]2)[C:15](=[O:17])[CH2:16]1)=[O:19].